Dataset: the Open Reaction Database (ORD), a public repository of structured organic reaction records. Task: describe an organic reaction: reactants, conditions, products, and yield Reactants: C(C)(C)OC1=C(C=C(C(=O)O)C=C1)COC (4-isopropoxy-3-(methoxy methyl)benzoic acid), NC(C=1C=CC(=C(CN(CC(=O)OC(C)(C)C)C)C1)F)=NO (tert-butyl N-{5-[amino(hydroxyimino)methyl]-2-fluorobenzyl}-N-methylglycinate). The product is FC1=C(CN(CC(=O)OC(C)(C)C)C)C=C(C=C1)C1=NOC(=N1)C1=CC(=C(C=C1)OC(C)C)COC (tert-butyl N-(2-fluoro-5-{5-[4-isopropoxy-3-(methoxymethyl)phenyl]-1,2,4-oxadiazol-3-yl}benzyl)-N-methylglycinate). RXN SMILES: [CH:1]([O:4][C:5]1[CH:13]=[CH:12][C:8]([C:9]([OH:11])=O)=[CH:7][C:6]=1[CH2:14][O:15][CH3:16])([CH3:3])[CH3:2].[NH2:17][C:18](=[N:37]O)[C:19]1[CH:20]=[CH:21][C:22]([F:36])=[C:23]([CH:35]=1)[CH2:24][N:25]([CH3:34])[CH2:26][C:27]([O:29][C:30]([CH3:33])([CH3:32])[CH3:31])=[O:28]>>[F:36][C:22]1[CH:21]=[CH:20][C:19]([C:18]2[N:17]=[C:9]([C:8]3[CH:12]=[CH:13][C:5]([O:4][CH:1]([CH3:2])[CH3:3])=[C:6]([CH2:14][O:15][CH3:16])[CH:7]=3)[O:11][N:37]=2)=[CH:35][C:23]=1[CH2:24][N:25]([CH3:34])[CH2:26][C:27]([O:29][C:30]([CH3:32])([CH3:31])[CH3:33])=[O:28]. Reported procedure: The title compound was prepared following procedure described for example 141, step 1, but starting from Intermediate 56 (134.55 mg; 0.60 mmol) and Intermediate 60 (177.47 mg; 0.57 mmol), the crude mixture was purified by flash chromatography (c-hex/(DCM/EtOAc 1:1) gradient from 1:0 to 1:1) to afford the title compound as a colorless oil. 1H NMR (CDCl3) δ 8.24-8.20 (m, 2H), 8.11-8.04 (m, 2H), 7.17 (t, J=9.0 Hz, 1H), 6.98 (d, J=8.8 Hz, 1H), 4.70 (quint., J=6.1 Hz, 1H), 4.54 (s, 2H), 3.89 (s, 2H),... The reactants are C(C)OC(CCCOC=1C=C2C=C(N(C2=CC1)C1CC(CCC1)CC(=O)N)C)=O (4-[[3-(2-Amino-2-oxoethyl)-cyclohexyl-2-methyl-1-H-indol-5-yl]oxy]butanoic acid ethyl ester), BrCCCC(=O)OCC (ethyl 4-bromobutyrate), C1(CCCCC1)N1C(=C(C2=CC(=CC=C12)O)CC(=O)N)C (1-Cyclohexyl-5-hydroxy-2-methyl-1H-indole-3-acetamide), [H-].[Na+] (NaH). The product is C(C)OC(CCCOC=1C=C2C(=C(N(C2=CC1)C1CCCCC1)C)CC(=O)N)=O (4-[[3-(2-amino-2-oxoethyl)-1-cyclohexyl-2-methyl-1-H-indol-5-yl]oxy]butanoic acid ethyl ester). Isolated yield 46.0%. Reaction SMILES: [CH2:1]([O:3][C:4](=[O:29])[CH2:5][CH2:6][CH2:7][O:8][C:9]1[CH:10]=[C:11]2[C:15](=[CH:16][CH:17]=1)[N:14]([CH:18]1[CH2:23][CH2:22][CH2:21][CH:20](CC(N)=O)[CH2:19]1)[C:13]([CH3:28])=[CH:12]2)[CH3:2].C1(N2C3C(=CC(O)=CC=3)C([CH2:46][C:47]([NH2:49])=[O:48])=C2C)CCCCC1.[H-].[Na+].BrCCCC(OCC)=O>>[CH2:1]([O:3][C:4](=[O:29])[CH2:5][CH2:6][CH2:7][O:8][C:9]1[CH:10]=[C:11]2[C:15](=[CH:16][CH:17]=1)[N:14]([CH:18]1[CH2:23][CH2:22][CH2:21][CH2:20][CH2:19]1)[C:13]([CH3:28])=[C:12]2[CH2:46][C:47]([NH2:49])=[O:48])[CH3:2] |f:2.3|. Reported procedure: [4-[[3-(2-Amino-2-oxoethyl)-cyclohexyl-2-methyl-1-H-indol-5-yl]oxy]butanoic acid ethyl ester. 1-Cyclohexyl-5-hydroxy-2-methyl-1H-indole-3-acetamide (300 mg, 1.0 mmol) was reacted with 40 mg (1.0 mmol) of 60% NaH/mineral oil and then 0.143 mL (1.0 mmol) of ethyl 4-bromobutyrate as described in Example 50, Part D to give a product that was chromatographed on silica gel (eluted with 2% MeOH/methylene chloride) to give 190 mg (46% yield) of [4-[[3-(2-amino-2-oxoethyl)-1-cyclohexyl-2-methyl-1-H-indol... Reactants: Cc1ccccc1C1=CC(=O)c2c(C)ccnc21, CCO, Cl, Cl, N=C(N)NN. Product: Cc1ccccc1C1=CC(=NNC(=N)N)c2c(C)ccnc21, Cl. RXN SMILES: [CH3:1][c:2]1[c:3]2[c:4]([n:5][cH:6][cH:7]1)[C:8]([c:12]1[c:13]([CH3:18])[cH:14][cH:15][cH:16][cH:17]1)=[CH:9][C:10]2=[O:11].[CH3:26][CH2:27][OH:28].[ClH:19].[ClH:25].[NH2:20][NH:21][C:22](=[NH:23])[NH2:24]>>[CH3:1][c:2]1[c:3]2[c:4]([n:5][cH:6][cH:7]1)[C:8]([c:12]1[c:13]([CH3:18])[cH:14][cH:15][cH:16][cH:17]1)=[CH:9][C:10]2=[N:20][NH:21][C:22](=[NH:23])[NH2:24].[ClH:19]. Starting materials: Cc1c[nH]c2c1C(=O)CC(c1ccccc1)C2, CCO, Cl, Cl, N=C(N)NN, O. Product: Cc1c[nH]c2c1C(=NNC(=N)N)CC(c1ccccc1)C2, Cl. As a reaction SMILES: [CH3:1][c:2]1[cH:3][nH:4][c:5]2[c:10]1[C:9](=[O:11])[CH2:8][CH:7]([c:12]1[cH:13][cH:14][cH:15][cH:16][cH:17]1)[CH2:6]2.[CH3:26][CH2:27][OH:28].[ClH:18].[ClH:24].[NH2:19][NH:20][C:21](=[NH:22])[NH2:23].[OH2:25]>>[CH3:1][c:2]1[cH:3][nH:4][c:5]2[c:10]1[C:9](=[N:19][NH:20][C:21](=[NH:22])[NH2:23])[CH2:8][CH:7]([c:12]1[cH:13][cH:14][cH:15][cH:16][cH:17]1)[CH2:6]2.[ClH:18]. Yield: 60.0%. Reactants: N(C(=O)C)C=1C=C(C=CC1)CC(C)N (1-(3'-acetamino-phenyl)-2-amino-propane), BrCC(=O)C1=CC=CC=C1 (α-bromoacetophenone), C([O-])([O-])=O.[K+].[K+] (potassium carbonate). Solvent: C(C)#N (acetonitrile). Reaction SMILES: [NH:1]([C:5]1[CH:6]=[C:7]([CH2:11][CH:12]([NH2:14])[CH3:13])[CH:8]=[CH:9][CH:10]=1)[C:2]([CH3:4])=[O:3].Br[CH2:16][C:17]([C:19]1[CH:24]=[CH:23][CH:22]=[CH:21][CH:20]=1)=[O:18].[C:25](=[O:28])([O-:27])[O-].[K+].[K+]>C(#N)C>[C:2]([OH:3])(=[O:18])[C:25]([OH:27])=[O:28].[NH:1]([C:5]1[CH:6]=[C:7]([CH2:11][CH:12]([NH:14][CH2:16][C:17]([C:19]2[CH:24]=[CH:23][CH:22]=[CH:21][CH:20]=2)=[O:18])[CH3:13])[CH:8]=[CH:9][CH:10]=1)[C:2]([CH3:4])=[O:3] |f:2.3.4,6.7|. Procedure details: A mixture consisting of 9.6 gm of 1-(3'-acetamino-phenyl)-2-amino-propane (see Example 2), 10 gm of α-bromoacetophenone, 7 gm of potassium carbonate and 200 ml of acetonitrile was refluxed for 3 hours. Thereafter, the inorganic precipitate which had formed was removed by suction filtration, and 5 gm of oxalic acid were added to the filtrate. The precipitate formed thereby was collected by suction filtration, yielding 6 gm of 1-(3'-acetamino-phenyl)-2-(phenacyl-amino)-propane oxalate, m.p. 136° -... Product: C(C(=O)O)(=O)O.N(C(=O)C)C=1C=C(C=CC1)CC(C)NCC(=O)C1=CC=CC=C1 (1-(3'-acetamino-phenyl)-2-(phenacyl-amino)-propane oxalate). Reactants: COC=1C=C2CCC(CC2=CC1)CC(=O)C1[C@H](NCS1)C(=O)O (3-(6-methoxy-1,2,3,4-tetrahydronaphthalen-2-ylacetyl)-L-thioproline), S1CNCC1 (thiazolidine), N1CCCC1 (pyrrolidine), C1(CCC2=CC=CC=C12)CC(=O)C1[C@H](NCS1)C(=O)O (3-(2-indanylacetyl)-L-thioproline). The product is COC=1C=C2CCC(CC2=CC1)CC(=O)C1[C@H](NCS1)C(=O)N1CCCC1 (1-[3-(6-methoxy-1,2,3,4-tetrahydronaphthalen-2-ylacetyl)-L-thioprolyl]pyrrolidine). Yield: 52.0%. Reaction SMILES: [CH3:1][O:2][C:3]1[CH:4]=[C:5]2[C:10](=[CH:11][CH:12]=1)[CH2:9][CH:8]([CH2:13][C:14]([CH:16]1[S:20][CH2:19][NH:18][C@@H:17]1[C:21]([OH:23])=O)=[O:15])[CH2:7][CH2:6]2.[NH:24]1[CH2:28][CH2:27][CH2:26][CH2:25]1.C1(CC(C2SCN[C@@H]2C(O)=O)=O)C2C(=CC=CC=2)CC1.S1CCNC1>>[CH3:1][O:2][C:3]1[CH:4]=[C:5]2[C:10](=[CH:11][CH:12]=1)[CH2:9][CH:8]([CH2:13][C:14]([CH:16]1[S:20][CH2:19][NH:18][C@@H:17]1[C:21]([N:24]1[CH2:28][CH2:27][CH2:26][CH2:25]1)=[O:23])=[O:15])[CH2:7][CH2:6]2. Procedure: A colorless oil of 1-[3-(6-methoxy-1,2,3,4-tetrahydronaphthalen-2-ylacetyl)-L-thioprolyl]pyrrolidine was prepared in the same manner as in Example 1, except that 3-(6-methoxy-1,2,3,4-tetrahydronaphthalen-2-ylacetyl)-L-thioproline prepared in Reference Example 23 and pyrrolidine were used instead of 3-(2-indanylacetyl)-L-thioproline and thiazolidine, respectively (yield: 52%).